This data is from the Open Reaction Database (ORD), a public repository of structured organic reaction records. The task is: describe an organic reaction: reactants, conditions, products, and yield Reactants: C(C)(=O)NC=1C=CC(=C(C1)C=1C=CC(NN1)=S)OCC(CNC(C)(C)C)O (6-[5-acetamido-2-(3-t-butylamino-2-hydroxypropoxy)phenyl]-3(2H)-pyridazinethione), O.NN (hydrazine hydrate). The solvent is C(C)O (ethanol). The product is C(C)(=O)NC=1C=CC(=C(C1)C=1N=NC(=CC1)NN)OCC(CNC(C)(C)C)O (3-[5-Acetamido-2-(3-t-butylamino-2-hydroxypropoxy)phenyl]-6-hydrazinopyridazine). RXN SMILES: [C:1]([NH:4][C:5]1[CH:6]=[CH:7][C:8]([O:18][CH2:19][CH:20]([OH:27])[CH2:21][NH:22][C:23]([CH3:26])([CH3:25])[CH3:24])=[C:9]([C:11]2[CH:12]=[CH:13][C:14](=S)[NH:15][N:16]=2)[CH:10]=1)(=[O:3])[CH3:2].O.[NH2:29][NH2:30]>C(O)C>[C:1]([NH:4][C:5]1[CH:6]=[CH:7][C:8]([O:18][CH2:19][CH:20]([OH:27])[CH2:21][NH:22][C:23]([CH3:26])([CH3:25])[CH3:24])=[C:9]([C:11]2[N:16]=[N:15][C:14]([NH:29][NH2:30])=[CH:13][CH:12]=2)[CH:10]=1)(=[O:3])[CH3:2] |f:1.2|. Reported procedure: Reaction of 6-[5-acetamido-2-(3-t-butylamino-2-hydroxypropoxy)phenyl]-3(2H)-pyridazinethione with hydrazine hydrate in boiling ethanol followed by evaporation of the reaction mixture under reduced pressure gave the title compound. Reactants: [BH-](OC(=O)C)(OC(=O)C)OC(=O)C.[Na+] (NaBH(OAc)3), Cl.NC=1C(=C2N(N=CC(=C2NC2=CC=C(C=C2)OC2=CC=CC=C2)C#N)C1)C (6-Amino-5-methyl-4-(4-phenoxy-phenylamino)-pyrrolo[1,2-b]pyridazine-3-carbonitrile hydrochloride), C(C1=CC=CC=C1)=O (benzaldehyde), C(C)(=O)O (acetic acid). Solvent: ClCCCl (1,2-dichloroethane). Run at time 20 minute. Product: C(C1=CC=CC=C1)NC=1C(=C2N(N=CC(=C2NC2=CC=C(C=C2)OC2=CC=CC=C2)C#N)C1)C (6-Benzylamino-5-methyl-4-(4-phenoxy-phenylamino)-pyrrolo-[1,2-b]pyridazine-3-carbonitrile). Reaction SMILES: Cl.[NH2:2][C:3]1[C:4]([CH3:28])=[C:5]2[C:10]([NH:11][C:12]3[CH:17]=[CH:16][C:15]([O:18][C:19]4[CH:24]=[CH:23][CH:22]=[CH:21][CH:20]=4)=[CH:14][CH:13]=3)=[C:9]([C:25]#[N:26])[CH:8]=[N:7][N:6]2[CH:27]=1.[CH:29](=O)[C:30]1[CH:35]=[CH:34][CH:33]=[CH:32][CH:31]=1.C(O)(=O)C.[BH-](OC(C)=O)(OC(C)=O)OC(C)=O.[Na+]>ClCCCl>[CH2:29]([NH:2][C:3]1[C:4]([CH3:28])=[C:5]2[C:10]([NH:11][C:12]3[CH:13]=[CH:14][C:15]([O:18][C:19]4[CH:24]=[CH:23][CH:22]=[CH:21][CH:20]=4)=[CH:16][CH:17]=3)=[C:9]([C:25]#[N:26])[CH:8]=[N:7][N:6]2[CH:27]=1)[C:30]1[CH:35]=[CH:34][CH:33]=[CH:32][CH:31]=1 |f:0.1,4.5|. Procedure: 6-Amino-5-methyl-4-(4-phenoxy-phenylamino)-pyrrolo[1,2-b]pyridazine-3-carbonitrile hydrochloride (10 mg, 0.026 mmol), benzaldehyde (2.8 mg, 0.026 mmol) and acetic acid (0.5 ml) in 1,2-dichloroethane (1.0 ml) were stirred at RT. After 20 minutes, NaBH(OAc)3 was added and the reaction mixture was stirred for additional 15 minutes, quenched with saturated NH4OH (4.0 ml), extracted with dichloromethane (3×3 ml), dried over Na2SO4, concentrated and purified by silica gel flash chromatography to isola... Starting materials: OS(=O)(=O)O (H2SO4), N(=O)[O-].[Na+] (sodium nitrite), N(=O)[O-].[Na+] (sodium nitrite), FC(OC1=CC=C(OC2=CC=C(N)C=C2)C=C1)(F)F (4-(4-(trifluoromethoxy)phenoxy)aniline), [I-].[Na+] (sodium iodide). The solvent is COCCOC (DME), CCOC(=O)C (EtOAc), O (water), COCCOC (DME). Run at temperature 0 celsius, time 10 minute. The product is IC1=CC=C(C=C1)OC1=CC=C(C=C1)OC(F)(F)F (1-iodo-4-(4-(trifluoromethoxy)-phenoxy)benzene). The yield is 67.0%. Reaction SMILES: [F:1][C:2]([F:19])([F:18])[O:3][C:4]1[CH:17]=[CH:16][C:7]([O:8][C:9]2[CH:15]=[CH:14][C:12](N)=[CH:11][CH:10]=2)=[CH:6][CH:5]=1.OS(O)(=O)=O.N([O-])=O.[Na+].[I-:29].[Na+]>COCCOC.O.CCOC(C)=O>[I:29][C:12]1[CH:14]=[CH:15][C:9]([O:8][C:7]2[CH:16]=[CH:17][C:4]([O:3][C:2]([F:19])([F:18])[F:1])=[CH:5][CH:6]=2)=[CH:10][CH:11]=1 |f:2.3,4.5|. Procedure details: In a 300 mL round bottom flask, 6.92 g (25.63 mmol) 4-(4-(trifluoromethoxy)phenoxy)aniline was dissolved in 40 mL DME and cooled to 0° C. in a brine/ice bath. Using a dropping funnel, 10 equivalents aqueous H2SO4 (10N aqueous) were slowly added to the DME solution, immediately creating a salt suspension. The suspension was stirred at 0° C. for 10 minutes. Then, a solution of 1.5 equivalents sodium nitrite (2.65 g, 38.45 mmol) in 20 mL water was dropped slowly into the suspension while keeping th...